Dataset: the Open Reaction Database (ORD), a public repository of structured organic reaction records. Task: describe an organic reaction: reactants, conditions, products, and yield Starting materials: ice water, C(#N)C(CCCCCC(=O)OCC)(C1=CC=C(C=C1)OC)C1=CC=C(C=C1)OC (ethyl 7-cyano-7,7-bis(4-methoxyphenyl)heptanoate), B(Br)(Br)Br (boron tribromide). The solvent is ClCCl (dichloromethane), ClCCl (dichloromethane). Conditions: temperature -70 celsius, time 2 hour. Product: C(#N)C(CCCCCC(=O)OCC)(C1=CC=C(C=C1)O)C1=CC=C(C=C1)O (Ethyl 7-cyano-7,7-bis(4-hydroxyphenyl)heptanoate). The yield is 92.5%. RXN SMILES: [C:1]([C:3]([C:22]1[CH:27]=[CH:26][C:25]([O:28]C)=[CH:24][CH:23]=1)([C:14]1[CH:19]=[CH:18][C:17]([O:20]C)=[CH:16][CH:15]=1)[CH2:4][CH2:5][CH2:6][CH2:7][CH2:8][C:9]([O:11][CH2:12][CH3:13])=[O:10])#[N:2].B(Br)(Br)Br>ClCCl>[C:1]([C:3]([C:14]1[CH:19]=[CH:18][C:17]([OH:20])=[CH:16][CH:15]=1)([C:22]1[CH:23]=[CH:24][C:25]([OH:28])=[CH:26][CH:27]=1)[CH2:4][CH2:5][CH2:6][CH2:7][CH2:8][C:9]([O:11][CH2:12][CH3:13])=[O:10])#[N:2]. Procedure: To a solution of ethyl 7-cyano-7,7-bis(4-methoxyphenyl)heptanoate (2.0 g, 5 mmol.) in dichloromethane (20 ml) was added dropwise a solution of boron tribromide (5.07 g, 20 mmol.) in dichloromethane (15 ml) while stirring at -70° C. The reaction mixture was warmed up to 5° C. taking 2 hours, to which was added ice-water, followed by extraction with ethyl acetate. The organic layer was washed with a saturated aqueous saline solution and dried over anhydrous sodium sulfate. The solvent was distille... Starting materials: O=C1CCC2=CC(=CC=C12)OC1=CC=C(C(=O)N)C=C1 (4-(1-Oxo-indan-5-yloxy)-benzamide), [OH-].[Na+] (NaOH), O=C1CCC2=CC(=CC=C12)OC1=CC=C(C(=O)N)C=C1 (4-(1-Oxo-indan-5-yloxy)-benzamide), FC=1C=C(CCN)C=CC1 (m-Fluorophenethylamine). Reagents/catalysts: CC(C)O[Ti](OC(C)C)(OC(C)C)OC(C)C (Ti(OiPr)4), Cl[Ti](Cl)(Cl)Cl (TiCl4). Run in C1CCOC1 (THF). Yields the product FC=1C=C(C=CC1)CCNC1CCC2=CC(=CC=C12)OC1=CC=C(C(=O)N)C=C1 (4-{1-[2-(3-Fluoro-phenyl)-ethylamino]-indan-5-yloxy}-benzamide). The yield is 5.9%. As a reaction SMILES: O=[C:2]1[C:10]2[C:5](=[CH:6][C:7]([O:11][C:12]3[CH:20]=[CH:19][C:15]([C:16]([NH2:18])=[O:17])=[CH:14][CH:13]=3)=[CH:8][CH:9]=2)[CH2:4][CH2:3]1.[F:21][C:22]1[CH:23]=[C:24]([CH:28]=[CH:29][CH:30]=1)[CH2:25][CH2:26][NH2:27].[OH-].[Na+]>CC(O[Ti](OC(C)C)(OC(C)C)OC(C)C)C.Cl[Ti](Cl)(Cl)Cl.C1COCC1>[F:21][C:22]1[CH:23]=[C:24]([CH2:25][CH2:26][NH:27][CH:2]2[C:10]3[C:5](=[CH:6][C:7]([O:11][C:12]4[CH:20]=[CH:19][C:15]([C:16]([NH2:18])=[O:17])=[CH:14][CH:13]=4)=[CH:8][CH:9]=3)[CH2:4][CH2:3]2)[CH:28]=[CH:29][CH:30]=1 |f:2.3|. Reported procedure: In a round bottom flask, combine 4-(1-Oxo-indan-5-yloxy)-benzamide (Intermediate 24, 45.0 mg, 0.17 mmol), m-Fluorophenethylamine (33 uL, 0.25 mmol), THF (5 mL), and Ti(OiPr)4 (0.1 mL, 0.27 mmol) at 0° C. under nitrogen atmosphere. Stir the reaction for 3 hours then add TiCl4 (0.3 mL, 0.27 mmol) at 0° C. For the next 2 hours, warm the reaction to room temperature and then add BH3SMe2 (0.09 mL, 0.17 mmol). Stir the reaction at room temperature for 12 hours, then add 1N NaOH (aq) and stir for 2 hou... Reactants: COc1ccc(C(=O)OC(C(=O)O)(C(=O)c2ccc(OC)cc2)C(O)C(=O)O)cc1, O=C([O-])O, CC#N, COc1ccc(-n2cnnn2)cc1C(=O)Cl, OCCC1(c2ccc(Cl)c(Cl)c2)CCNC1, [Na+], O. Yields the product COc1ccc(-n2cnnn2)cc1C(=O)N1CCC(CCO)(c2ccc(Cl)c(Cl)c2)C1. Reaction SMILES: [C:1]([O:2][C:3]([C:4](=[O:5])[c:6]1[cH:7][cH:8][c:9]([O:10][CH3:11])[cH:12][cH:13]1)([CH:14]([C:15]([OH:16])=[O:17])[OH:18])[C:19]([OH:20])=[O:21])(=[O:22])[c:23]1[cH:24][cH:25][c:26]([O:27][CH3:28])[cH:29][cH:30]1.[C:50](=[O:51])([OH:52])[O-:53].[CH3:47][C:48]#[N:49].[CH3:55][O:56][c:57]1[c:58]([C:59](=[O:60])[Cl:61])[cH:62][c:63](-[n:66]2[n:67][n:68][n:69][cH:70]2)[cH:64][cH:65]1.[Cl:31][c:32]1[cH:33][c:34]([C:39]2([CH2:44][CH2:45][OH:46])[CH2:40][NH:41][CH2:42][CH2:43]2)[cH:35][cH:36][c:37]1[Cl:38].[Na+:54].[OH2:71]>>[Cl:31][c:32]1[cH:33][c:34]([C:39]2([CH2:44][CH2:45][OH:46])[CH2:40][N:41]([C:59]([c:58]3[c:57]([O:56][CH3:55])[cH:65][cH:64][c:63](-[n:66]4[n:67][n:68][n:69][cH:70]4)[cH:62]3)=[O:60])[CH2:42][CH2:43]2)[cH:35][cH:36][c:37]1[Cl:38]. Reactants: CC(=O)N(C)N(C(=O)OC(C)(C)C)c1ccc(CO)cc1, CCCCP(CCCC)CCCC, C1CCOC1, CC(C)(O)C#N, O=C(N=NC(=O)N1CCCCC1)N1CCCCC1. The product is CC(=O)N(C)N(C(=O)OC(C)(C)C)c1ccc(CC#N)cc1. Reaction SMILES: [C:1]([CH3:2])(=[O:3])[N:4]([N:5]([C:6](=[O:7])[O:8][C:9]([CH3:10])([CH3:11])[CH3:12])[c:13]1[cH:14][cH:15][c:16]([CH2:19][OH:20])[cH:17][cH:18]1)[CH3:21].[CH2:46]([P:47]([CH2:48][CH2:49][CH2:50][CH3:51])[CH2:52][CH2:53][CH2:54][CH3:55])[CH2:56][CH2:57][CH3:58].[CH2:59]1[O:60][CH2:61][CH2:62][CH2:63]1.[CH3:22][C:23]([C:24]#[N:25])([CH3:26])[OH:27].[N:28]([C:29]([N:30]1[CH2:31][CH2:32][CH2:33][CH2:34][CH2:35]1)=[O:36])=[N:37][C:38]([N:39]1[CH2:40][CH2:41][CH2:42][CH2:43][CH2:44]1)=[O:45]>>[C:1]([CH3:2])(=[O:3])[N:4]([N:5]([C:6](=[O:7])[O:8][C:9]([CH3:10])([CH3:11])[CH3:12])[c:13]1[cH:14][cH:15][c:16]([CH2:19][C:24]#[N:25])[cH:17][cH:18]1)[CH3:21]. Reactants: BrB(Br)Br, CO, ClCCl, CCOCc1nc2c(N)nc3cc(-c4cncc(CO)c4)cnc3c2n1CC(C)(C)O. The product is CC(C)(O)Cn1c(CO)nc2c(N)nc3cc(-c4cncc(CO)c4)cnc3c21. RXN SMILES: [B:32]([Br:33])([Br:34])[Br:35].[CH3:36][OH:37].[Cl:38][CH2:39][Cl:40].[NH2:1][c:2]1[n:3][c:4]2[cH:5][c:6](-[c:24]3[cH:25][n:26][cH:27][c:28]([CH2:30][OH:31])[cH:29]3)[cH:7][n:8][c:9]2[c:10]2[c:11]1[n:12][c:13]([CH2:20][O:21][CH2:22][CH3:23])[n:14]2[CH2:15][C:16]([CH3:17])([OH:18])[CH3:19]>>[NH2:1][c:2]1[n:3][c:4]2[cH:5][c:6](-[c:24]3[cH:25][n:26][cH:27][c:28]([CH2:30][OH:31])[cH:29]3)[cH:7][n:8][c:9]2[c:10]2[c:11]1[n:12][c:13]([CH2:20][OH:21])[n:14]2[CH2:15][C:16]([CH3:17])([OH:18])[CH3:19]. Reactants: CN1CCNCC1, CC#N, O=C(Cc1nc2ccc(C3(O)c4ccccc4C(=O)N3Cc3ccccc3)cc2[nH]1)OCCCCl. Yields the product CN1CCN(CCCOC(=O)Cc2nc3ccc(C4(O)c5ccccc5C(=O)N4Cc4ccccc4)cc3[nH]2)CC1. Reaction SMILES: [CH3:36][N:37]1[CH2:38][CH2:39][NH:40][CH2:41][CH2:42]1.[CH3:43][C:44]#[N:45].[OH:1][C:2]1([c:19]2[cH:20][cH:21][c:22]3[c:23]([nH:24][c:25]([CH2:27][C:28](=[O:29])[O:30][CH2:31][CH2:32][CH2:33][Cl:34])[n:26]3)[cH:35]2)[N:3]([CH2:12][c:13]2[cH:14][cH:15][cH:16][cH:17][cH:18]2)[C:4](=[O:11])[c:5]2[cH:6][cH:7][cH:8][cH:9][c:10]21>>[OH:1][C:2]1([c:19]2[cH:20][cH:21][c:22]3[c:23]([nH:24][c:25]([CH2:27][C:28](=[O:29])[O:30][CH2:31][CH2:32][CH2:33][N:40]4[CH2:39][CH2:38][N:37]([CH3:36])[CH2:42][CH2:41]4)[n:26]3)[cH:35]2)[N:3]([CH2:12][c:13]2[cH:14][cH:15][cH:16][cH:17][cH:18]2)[C:4](=[O:11])[c:5]2[cH:6][cH:7][cH:8][cH:9][c:10]21. The yield is 75.9%. Yields the product C1(=CC=CC=C1)C=1C(=CNC1C1=CC=CC=C1)C(=O)OC (Methyl 4,5-diphenyl-1H-pyrrole-3-carboxylate). Reaction SMILES: Br[C:2]1[N:6](S(C2C=CC=CC=2)(=O)=O)[CH:5]=[C:4]([C:16]([O:18][CH3:19])=[O:17])[C:3]=1[C:20]1[CH:25]=[CH:24][CH:23]=[CH:22][CH:21]=1.[C:26]1(B(O)O)[CH:31]=[CH:30][CH:29]=[CH:28][CH:27]=1.C(=O)([O-])[O-].[Na+].[Na+]>C1C=CC([P]([Pd]([P](C2C=CC=CC=2)(C2C=CC=CC=2)C2C=CC=CC=2)([P](C2C=CC=CC=2)(C2C=CC=CC=2)C2C=CC=CC=2)[P](C2C=CC=CC=2)(C2C=CC=CC=2)C2C=CC=CC=2)(C2C=CC=CC=2)C2C=CC=CC=2)=CC=1>[C:20]1([C:3]2[C:4]([C:16]([O:18][CH3:19])=[O:17])=[CH:5][NH:6][C:2]=2[C:26]2[CH:31]=[CH:30][CH:29]=[CH:28][CH:27]=2)[CH:21]=[CH:22][CH:23]=[CH:24][CH:25]=1 |f:2.3.4,^1:44,46,65,84|. Reagents/catalysts: C=1C=CC(=CC1)[P](C=2C=CC=CC2)(C=3C=CC=CC3)[Pd]([P](C=4C=CC=CC4)(C=5C=CC=CC5)C=6C=CC=CC6)([P](C=7C=CC=CC7)(C=8C=CC=CC8)C=9C=CC=CC9)[P](C=1C=CC=CC1)(C=1C=CC=CC1)C=1C=CC=CC1 (tetrakis(triphenylphosphine)palladium). Procedure details: Using methyl 5-bromo-4-phenyl-1-(phenylsulfonyl)-1H-pyrrole-3-carboxylate (1.01 g), phenylboronic acid (439 mg), sodium carbonate (771 mg) and tetrakis(triphenylphosphine)palladium (420 mg), a procedure as in Reference Example 56 was performed to give the title compound as pale-yellow crystals (yield 506 mg, 76%). The reactants are BrC1=C(C(=CN1S(=O)(=O)C1=CC=CC=C1)C(=O)OC)C1=CC=CC=C1 (methyl 5-bromo-4-phenyl-1-(phenylsulfonyl)-1H-pyrrole-3-carboxylate), C1(=CC=CC=C1)B(O)O (phenylboronic acid), C([O-])([O-])=O.[Na+].[Na+] (sodium carbonate). Starting materials: O=C(Cl)CCSC(=O)c1ccccc1, CC(C)=O, Cl, O=C(O)C1CSC(c2ccccc2O)N1. The product is O=C(SCCC(=O)N1C(C(=O)O)CSC1c1ccccc1O)c1ccccc1. RXN SMILES: [C:16]([c:17]1[cH:18][cH:19][cH:20][cH:21][cH:22]1)(=[O:23])[S:24][CH2:25][CH2:26][C:27](=[O:28])[Cl:29].[CH3:31][C:32](=[O:33])[CH3:34].[ClH:30].[OH:1][c:2]1[c:3]([CH:8]2[S:9][CH2:10][CH:11]([C:13](=[O:14])[OH:15])[NH:12]2)[cH:4][cH:5][cH:6][cH:7]1>>[OH:1][c:2]1[c:3]([CH:8]2[S:9][CH2:10][CH:11]([C:13](=[O:14])[OH:15])[N:12]2[C:27]([CH2:26][CH2:25][S:24][C:16]([c:17]2[cH:18][cH:19][cH:20][cH:21][cH:22]2)=[O:23])=[O:28])[cH:4][cH:5][cH:6][cH:7]1. Starting materials: Cc1ncccc1C(=O)[O-], CCN(C(C)C)C(C)C, ClC(Cl)Cl, [K+], COc1ccc(N)c(Br)n1, O=S(Cl)Cl. The product is COc1ccc(NC(=O)c2cccnc2C)c(Br)n1. RXN SMILES: [CH3:1][c:2]1[c:3]([C:4](=[O:5])[O-:6])[cH:7][cH:8][cH:9][n:10]1.[CH:16]([N:17]([CH:18]([CH3:19])[CH3:20])[CH2:21][CH3:22])([CH3:23])[CH3:24].[CH:35]([Cl:36])([Cl:37])[Cl:38].[K+:11].[NH2:25][c:26]1[c:27]([Br:34])[n:28][c:29]([O:32][CH3:33])[cH:30][cH:31]1.[S:12]([Cl:13])([Cl:14])=[O:15]>>[CH3:1][c:2]1[c:3]([C:4](=[O:6])[NH:25][c:26]2[c:27]([Br:34])[n:28][c:29]([O:32][CH3:33])[cH:30][cH:31]2)[cH:7][cH:8][cH:9][n:10]1. Reactants: Fc1ccc(CCBr)cc1, O=C([O-])[O-], O=c1cc(OCc2ccccc2)c2ccc(O)cc2o1, CC(C)=O, ClC(Cl)Cl, [K+], [K+]. Product: O=c1cc(OCc2ccccc2)c2ccc(OCCc3ccc(F)cc3)cc2o1. RXN SMILES: [Br:27][CH2:28][CH2:29][c:30]1[cH:31][cH:32][c:33]([F:36])[cH:34][cH:35]1.[C:21](=[O:22])([O-:23])[O-:24].[CH2:1]([c:2]1[cH:3][cH:4][cH:5][cH:6][cH:7]1)[O:8][c:9]1[cH:10][c:11](=[O:20])[o:12][c:13]2[cH:14][c:15]([OH:19])[cH:16][cH:17][c:18]12.[CH3:41][C:42](=[O:43])[CH3:44].[CH:37]([Cl:38])([Cl:39])[Cl:40].[K+:25].[K+:26]>>[CH2:1]([c:2]1[cH:3][cH:4][cH:5][cH:6][cH:7]1)[O:8][c:9]1[cH:10][c:11](=[O:20])[o:12][c:13]2[cH:14][c:15]([O:19][CH2:28][CH2:29][c:30]3[cH:31][cH:32][c:33]([F:36])[cH:34][cH:35]3)[cH:16][cH:17][c:18]12.